This data is from the Open Reaction Database (ORD), a public repository of structured organic reaction records. The task is: describe an organic reaction: reactants, conditions, products, and yield Starting materials: Tetrakis-(triphenylphosphine)palladium(0), ClC1=NC2=NC=CC(=C2C=C1)Cl (2,5-dichloro-[1,8]naphthyridine), FC1=C(C=CC=C1)B(O)O (2-fluorobenzeneboronic acid), C([O-])([O-])=O.[Na+].[Na+] (sodium carbonate). Run in COCCOC (ethylene glycol dimethyl ether). Reaction conditions: temperature 80 celsius. Product: ClC1=C2C=CC(=NC2=NC=C1)C1=C(C=CC=C1)F (5-Chloro-2-(2-fluorophenyl)-[1,8]naphthyridine). Yield: 91.6%. As a reaction SMILES: Cl[C:2]1[CH:11]=[CH:10][C:9]2[C:4](=[N:5][CH:6]=[CH:7][C:8]=2[Cl:12])[N:3]=1.[F:13][C:14]1[CH:19]=[CH:18][CH:17]=[CH:16][C:15]=1B(O)O.C(=O)([O-])[O-].[Na+].[Na+]>COCCOC>[Cl:12][C:8]1[CH:7]=[CH:6][N:5]=[C:4]2[C:9]=1[CH:10]=[CH:11][C:2]([C:15]1[CH:16]=[CH:17][CH:18]=[CH:19][C:14]=1[F:13])=[N:3]2 |f:2.3.4|. Procedure: A stirred mixture of 2,5-dichloro-[1,8]naphthyridine (Barlin, G. B.; Tan, W.-L. Aust. J. Chem. 1984, 37, 1065) (0.1029 g, 0.513 mmol) and 2-fluorobenzeneboronic acid (72.4 mg, 0.517 mmol) in 2 N aqueous sodium carbonate (0.620 mL, 1.24 mmol) and ethylene glycol dimethyl ether (3 mL) was degassed by bubbling nitrogen through for 15 min. Tetrakis-(triphenylphosphine)palladium(0) (29.9 mg, 0.0259 mmol) was added and the mixture was degassed for a further 10 min, then heated at 80° C. for 16 h under... Starting materials: C(#N)[BH3-].[Na+] (sodium cyanoborohydride), C(O)([O-])=O.[Na+] (sodium hydrogen carbonate), NCCN1C(C(OC2=C1C=C(C(=C2)C(F)(F)F)C(=O)N([C@H]2CN(CCC2)C(=O)OC(C)(C)C)C(C)C)(C)C)=O (tert-butyl (3R)-3-[{[4-(2-aminoethyl)-2,2-dimethyl-3-oxo-7-(trifluoromethyl)-3,4-dihydro-2H-1,4-benzoxazin-6-yl]carbonyl}(isopropyl)amino]piperidine-1-carboxylate), FC(C(CC)=O)(F)F (1,1,1-trifluoro-2-butanone), C(C)(C)N(CC)C(C)C (diisopropylethylamine). Reagents/catalysts: [Ti](Cl)(Cl)(Cl)Cl (titanium tetrachloride). Run in CO (methanol), C(Cl)Cl (methylene chloride). Run at time 3 hour. Yields the product CC1(OC2=C(N(C1=O)CCNC(CC)C(F)(F)F)C=C(C(=C2)C(F)(F)F)C(=O)N([C@H]2CN(CCC2)C(=O)OC(C)(C)C)C(C)C)C (tert-Butyl (3R)-3-[{[2,2-dimethyl-3-oxo-7-(trifluoromethyl)-4-(2-{[1-(trifluoromethyl)propyl]amino}-ethyl)-3,4-dihydro-2H-1,4-benzoxazin-6-yl]carbonyl}(isopropyl)amino]piperidine-1-carboxylate). RXN SMILES: [NH2:1][CH2:2][CH2:3][N:4]1[C:9]2[CH:10]=[C:11]([C:18]([N:20]([CH:34]([CH3:36])[CH3:35])[C@@H:21]3[CH2:26][CH2:25][CH2:24][N:23]([C:27]([O:29][C:30]([CH3:33])([CH3:32])[CH3:31])=[O:28])[CH2:22]3)=[O:19])[C:12]([C:14]([F:17])([F:16])[F:15])=[CH:13][C:8]=2[O:7][C:6]([CH3:38])([CH3:37])[C:5]1=[O:39].[F:40][C:41]([F:47])([F:46])[C:42](=O)[CH2:43][CH3:44].C(N(C(C)C)CC)(C)C.C([BH3-])#N.[Na+].C(=O)([O-])O.[Na+]>C(Cl)Cl.[Ti](Cl)(Cl)(Cl)Cl.CO>[CH3:38][C:6]1([CH3:37])[C:5](=[O:39])[N:4]([CH2:3][CH2:2][NH:1][CH:42]([C:41]([F:47])([F:46])[F:40])[CH2:43][CH3:44])[C:9]2[CH:10]=[C:11]([C:18]([N:20]([CH:34]([CH3:35])[CH3:36])[C@@H:21]3[CH2:26][CH2:25][CH2:24][N:23]([C:27]([O:29][C:30]([CH3:31])([CH3:32])[CH3:33])=[O:28])[CH2:22]3)=[O:19])[C:12]([C:14]([F:15])([F:17])[F:16])=[CH:13][C:8]=2[O:7]1 |f:3.4,5.6|. Reported procedure: To a solution of tert-butyl (3R)-3-[{[4-(2-aminoethyl)-2,2-dimethyl-3-oxo-7-(trifluoromethyl)-3,4-dihydro-2H-1,4-benzoxazin-6-yl]carbonyl}(isopropyl)amino]piperidine-1-carboxylate (278 mg) in methylene chloride (2 ml) were added 1,1,1-trifluoro-2-butanone (0.1 ml), diisopropylethylamine (0.34 ml), and titanium tetrachloride (0.05 ml), and the mixture was stirred at room temperature for 3 hours. Then, to the reaction solution were added sodium cyanoborohydride (110 mg) and methanol (10 ml), and t...